Dataset: the Open Reaction Database (ORD), a public repository of structured organic reaction records. Task: describe an organic reaction: reactants, conditions, products, and yield Starting materials: Cl (HCl), C(CCC)OC1=C(OCC(=O)O)C=C(C=C1Cl)CN(O)C=O (2-Butoxy-3-chloro-5-[(formylhydroxyamino)methyl]phenoxyacetic acid), C(C)OC(COC1=C(C(=CC(=C1)CN(O)C=O)Cl)OCCCC)=O (2-butoxy-3-chloro-5-[(formylhydroxyamino)methyl]phenoxyacetic acid ethyl ester), [OH-].[Na+] (NaOH). The solvent is O (water), C(C)(=O)OCC (ethyl acetate), CO (methanol). Yields the product ClC=1C=C(C=O)C=C(C1O)O (3-Chloro-4,5-dihydroxybenzaldehyde). Yield: 20.0%. As a reaction SMILES: C([O:5][C:6]1[C:16]([Cl:17])=[CH:15][C:14]([CH2:18]N(C=O)O)=[CH:13][C:7]=1[O:8]CC(O)=O)CCC.C([O:25]C(=O)COC1C=C(CN(C=O)O)C=C(Cl)C=1OCCCC)C.[OH-].[Na+].Cl>CO.O.C(OCC)(=O)C>[Cl:17][C:16]1[CH:15]=[C:14]([CH:13]=[C:7]([OH:8])[C:6]=1[OH:5])[CH:18]=[O:25] |f:2.3|. Reported procedure: To a solution of 3-Chloro-4-hydroxy-5-methoxybenzaldehyde (1.0 g, 5.4 mmol) in dichloromethane (150 ml) stirred at −78° C. was added dropwise a solution of boron tribromide in dichloromethane (5.4 ml of 1M solution, 5.4 mmol). Upon completion of the addition, the resulting solution was stirred 18 h at room temperature. The reaction was quenched by addition of methanol then evaporated twice from methanol and the residue purified by reversed-phase preparative HPLC to afford the title compound (0.6... The reactants are COC(=O)C1C(=O)c2ccc(Cl)cc2NC(=O)C1C, CN(C)C=O, O. Yields the product CC1CC(=O)c2ccc(Cl)cc2NC1=O. Reaction SMILES: [CH3:1][O:2][C:3](=[O:4])[CH:5]1[C:6](=[O:19])[c:7]2[c:8]([cH:14][c:15]([Cl:18])[cH:16][cH:17]2)[NH:9][C:10](=[O:13])[CH:11]1[CH3:12].[O:21]=[CH:22][N:23]([CH3:24])[CH3:25].[OH2:20]>>[CH2:5]1[C:6](=[O:19])[c:7]2[c:8]([cH:14][c:15]([Cl:18])[cH:16][cH:17]2)[NH:9][C:10](=[O:13])[CH:11]1[CH3:12]. Starting materials: CC[O-], CCOC(=O)C(F)Br, [Na+], C1CCOC1, Sc1ccccc1. The product is CCOC(=O)C(F)Sc1ccccc1. RXN SMILES: [CH3:1][CH2:2][O-:3].[F:12][CH:13]([C:14](=[O:15])[O:16][CH2:17][CH3:18])[Br:19].[Na+:4].[O:20]1[CH2:21][CH2:22][CH2:23][CH2:24]1.[SH:5][c:6]1[cH:7][cH:8][cH:9][cH:10][cH:11]1>>[S:5]([c:6]1[cH:7][cH:8][cH:9][cH:10][cH:11]1)[CH:13]([F:12])[C:14](=[O:15])[O:16][CH2:17][CH3:18]. The reactants are C(Cl)Cl (methylene chloride), C(#N)CC(=O)OC (Methyl cyanoacetate), [H-].[Na+] (sodium hydride), FC1=C(C(=O)Cl)C=C(C(=C1F)F)F (2,3,4,5-tetrafluorobenzoyl chloride). Solvent: O1CCCC1 (tetrahydrofuran). Reaction conditions: time 30 minute. Yields the product C(#N)C(C(=O)OC)=C(C1=C(C(=C(C(=C1)F)F)F)F)O (methyl 2-cyano-3-hydroxy-3-(2,3,4,5-tetrafluorophenyl)acrylate). The yield is 86.1%. Reaction SMILES: [C:1]([CH2:3][C:4]([O:6][CH3:7])=[O:5])#[N:2].[H-].[Na+].[F:10][C:11]1[C:19]([F:20])=[C:18]([F:21])[C:17]([F:22])=[CH:16][C:12]=1[C:13](Cl)=[O:14].C(Cl)Cl>O1CCCC1>[C:1]([C:3](=[C:13]([OH:14])[C:12]1[CH:16]=[C:17]([F:22])[C:18]([F:21])=[C:19]([F:20])[C:11]=1[F:10])[C:4]([O:6][CH3:7])=[O:5])#[N:2] |f:1.2|. Reported procedure: Methyl cyanoacetate (51.1 g) is added dropwise to a suspension of sodium hydride (43.3 g, in oil, 55-65 w/w %) in dry tetrahydrofuran (600 ml) while maintaining the internal temperature between 15° C. and 20° C. on an ice bath. To the reaction mixture is added dropwise the crude 2,3,4,5-tetrafluorobenzoyl chloride (110.5 g) as obtained above, and the mixture is stirred while maintaining the internal temprature as above. After 30 minutes, methylene chloride is added to the reaction mixture and th... Starting materials: CC(C)(C)OC(=O)N1CCC(n2cc(-c3cnc(N)c(B4OC(C)(C)C(C)(C)O4)c3)cn2)CC1, O=C([O-])[O-], C1COCCO1, CCOC(C)=O, O=S(=O)(Oc1cc2c(Cl)ccc(F)c2cn1)C(F)(F)F, [Cs+], [Cs+], O, c1ccc(P(c2ccccc2)(c2ccccc2)[Pd](P(c2ccccc2)(c2ccccc2)c2ccccc2)(P(c2ccccc2)(c2ccccc2)c2ccccc2)P(c2ccccc2)(c2ccccc2)c2ccccc2)cc1. Product: CC(C)(C)OC(=O)N1CCC(n2cc(-c3cnc(N)c(-c4cc5c(Cl)ccc(F)c5cn4)c3)cn2)CC1. RXN SMILES: [C:1]([CH3:2])([CH3:3])([CH3:4])[O:5][C:6](=[O:7])[N:8]1[CH2:9][CH2:10][CH:11]([n:14]2[n:15][cH:16][c:17](-[c:19]3[cH:20][n:21][c:22]([NH2:34])[c:23]([B:25]4[O:26][C:27]([CH3:28])([CH3:29])[C:30]([CH3:31])([CH3:32])[O:33]4)[cH:24]3)[cH:18]2)[CH2:12][CH2:13]1.[C:55](=[O:56])([O-:57])[O-:58].[CH2:61]1[O:62][CH2:63][CH2:64][O:65][CH2:66]1.[CH3:68][CH2:69][O:70][C:71]([CH3:72])=[O:73].[Cl:35][c:36]1[c:37]2[cH:38][c:39]([O:47][S:48]([C:49]([F:50])([F:51])[F:52])(=[O:53])=[O:54])[n:40][cH:41][c:42]2[c:43]([F:46])[cH:44][cH:45]1.[Cs+:59].[Cs+:60].[OH2:67].[cH:74]1[cH:75][cH:76][c:77]([P:78]([Pd:79]([P:80]([c:81]2[cH:82][cH:83][cH:84][cH:85][cH:86]2)([c:87]2[cH:88][cH:89][cH:90][cH:91][cH:92]2)[c:93]2[cH:94][cH:95][cH:96][cH:97][cH:98]2)([P:99]([c:100]2[cH:101][cH:102][cH:103][cH:104][cH:105]2)([c:106]2[cH:107][cH:108][cH:109][cH:110][cH:111]2)[c:112]2[cH:113][cH:114][cH:115][cH:116][cH:117]2)[P:118]([c:119]2[cH:120][cH:121][cH:122][cH:123][cH:124]2)([c:125]2[cH:126][cH:127][cH:128][cH:129][cH:130]2)[c:131]2[cH:132][cH:133][cH:134][cH:135][cH:136]2)([c:137]2[cH:138][cH:139][cH:140][cH:141][cH:142]2)[c:143]2[cH:144][cH:145][cH:146][cH:147][cH:148]2)[cH:149][cH:150]1>>[C:1]([CH3:2])([CH3:3])([CH3:4])[O:5][C:6](=[O:7])[N:8]1[CH2:9][CH2:10][CH:11]([n:14]2[n:15][cH:16][c:17](-[c:19]3[cH:20][n:21][c:22]([NH2:34])[c:23](-[c:39]4[cH:38][c:37]5[c:36]([Cl:35])[cH:45][cH:44][c:43]([F:46])[c:42]5[cH:41][n:40]4)[cH:24]3)[cH:18]2)[CH2:12][CH2:13]1. Starting materials: C=C(C)C1C(CCCCCC1)=O (2-(prop-1-en-2-yl)cyclooctanone), CON=CCCCCC (hexanal O-methyl oxime), Cl[Sn](Cl)(Cl)Cl (SnCl4). Solvent: ClCCCl (1,2-dichloroethane). Run at time 2 day. Yields the product CON1C(CCCCCC\C=C(\CC1CCCCC)/C)=O ((E)-1-methoxy-10-methyl-12-pentylazacyclododec-9-en-2-one). Yield: 89.3%. RXN SMILES: [CH2:1]=[C:2]([CH:4]1[CH2:11][CH2:10][CH2:9][CH2:8][CH2:7][CH2:6][C:5]1=[O:12])[CH3:3].[CH3:13][O:14][N:15]=[CH:16][CH2:17][CH2:18][CH2:19][CH2:20][CH3:21].Cl[Sn](Cl)(Cl)Cl>ClCCCl>[CH3:13][O:14][N:15]1[CH:16]([CH2:17][CH2:18][CH2:19][CH2:20][CH3:21])[CH2:3][C:2]([CH3:1])=[CH:4][CH2:11][CH2:10][CH2:9][CH2:8][CH2:7][CH2:6][C:5]1=[O:12]. Procedure details: An argon flushed three-necked flask which was cooled by an ice-water bath was charged with 2-(prop-1-en-2-yl)cyclooctanone (1.50 g, 9.02 mmol), hexanal O-methyl oxime (1.56 g, 13.53 mmol), and SnCl4 (2.35 g, 9.02 mmol) in 1,2-dichloroethane (90 ml). The mixture was stirred for 2 days at room temperature. The completion of reaction was checked by GC analysis of reaction aliquots quenched with a solution of saturated NaHCO3 in water. The reaction mixture was quenched with sat. aqueous NaHCO3 solut... The reactants are ClC1=C(C=CC=C1)Cl (o-dichlorobenzene), ClC1=C(N)C=CC(=C1)[N+](=O)[O-] (2-chloro-4-nitroaniline), FC(C=1C=C(C=CC1)S(=O)(=O)Cl)(F)F (3-trifluoromethylbenzenesulfonylchloride). Solvent: N1=CC=CC=C1 (pyridine). Yields the product ClC1=C(C=CC(=C1)[N+](=O)[O-])NS(=O)(=O)C1=CC(=CC=C1)C(F)(F)F (N-(2-chloro-4-nitrophenyl)-3-trifluromethylbenzenesulfonamide). RXN SMILES: ClC1C=CC=CC=1Cl.[Cl:9][C:10]1[CH:16]=[C:15]([N+:17]([O-:19])=[O:18])[CH:14]=[CH:13][C:11]=1[NH2:12].[F:20][C:21]([F:33])([F:32])[C:22]1[CH:23]=[C:24]([S:28](Cl)(=[O:30])=[O:29])[CH:25]=[CH:26][CH:27]=1>N1C=CC=CC=1>[Cl:9][C:10]1[CH:16]=[C:15]([N+:17]([O-:19])=[O:18])[CH:14]=[CH:13][C:11]=1[NH:12][S:28]([C:24]1[CH:25]=[CH:26][CH:27]=[C:22]([C:21]([F:20])([F:32])[F:33])[CH:23]=1)(=[O:30])=[O:29]. Procedure: In a 400 ml flask, 200 ml of o-dichlorobenzene, 1 ml of pyridine and 1.7 g (0.01 mole) of 2-chloro-4-nitroaniline were charged. While stirring the contents at room temperature, 2.5 g (0.01 mole) of 3-trifluoromethylbenzenesulfonylchloride was added gradually over 30 minutes. Thereafter, the reaction mixture was heated and stirred for 8 hours under reflux (175°-180° C.) to complete the reaction. After cooling the reaction mixture to room temperature, it was thoroughly washed first with dilute hyd... The reactants are CCO, COc1cc(C(=O)c2nc(C#N)c3ccccn23)ccc1N, [Na+], [OH-]. Product: COc1cc(C(=O)c2nc(C(N)=O)c3ccccn23)ccc1N. RXN SMILES: [CH3:25][CH2:26][OH:27].[NH2:3][c:4]1[c:5]([O:23][CH3:24])[cH:6][c:7]([C:8](=[O:9])[c:10]2[n:11][c:12]([C:19]#[N:20])[c:13]3[n:14]2[cH:15][cH:16][cH:17][cH:18]3)[cH:21][cH:22]1.[Na+:2].[OH-:1]>>[O:1]=[C:19]([c:12]1[n:11][c:10]([C:8]([c:7]2[cH:6][c:5]([O:23][CH3:24])[c:4]([NH2:3])[cH:22][cH:21]2)=[O:9])[n:14]2[c:13]1[cH:18][cH:17][cH:16][cH:15]2)[NH2:20].